This data is from the Open Reaction Database (ORD), a public repository of structured organic reaction records. The task is: describe an organic reaction: reactants, conditions, products, and yield Starting materials: C=CC(=O)OC, COc1ccc2c(c1)CCC(c1ccccc1)C2c1ccc(OS(=O)(=O)C(F)(F)F)cc1. Yields the product COC(=O)C=Cc1ccc(C2c3ccc(OC)cc3CCC2c2ccccc2)cc1. RXN SMILES: [C:33]([CH:34]=[CH2:35])(=[O:36])[O:37][CH3:38].[CH3:1][O:2][c:3]1[cH:4][c:5]2[c:10]([cH:11][cH:12]1)[CH:9]([c:13]1[cH:14][cH:15][c:16]([O:19][S:20]([C:21]([F:22])([F:23])[F:24])(=[O:25])=[O:26])[cH:17][cH:18]1)[CH:8]([c:27]1[cH:28][cH:29][cH:30][cH:31][cH:32]1)[CH2:7][CH2:6]2>>[CH3:1][O:2][c:3]1[cH:4][c:5]2[c:10]([cH:11][cH:12]1)[CH:9]([c:13]1[cH:14][cH:15][c:16]([CH:35]=[CH:34][C:33](=[O:36])[O:37][CH3:38])[cH:17][cH:18]1)[CH:8]([c:27]1[cH:28][cH:29][cH:30][cH:31][cH:32]1)[CH2:7][CH2:6]2. Reaction SMILES: [CH3:34][CH2:35][O:36][C:37]([CH3:38])=[O:39].[CH3:40][N:41]1[CH2:42][CH2:43][CH2:44][C:45]1=[O:46].[H-:9].[NH2:10][c:11]1[n:12][c:13](-[c:28]2[cH:29][cH:30][cH:31][cH:32][cH:33]2)[c:14](-[c:18]2[cH:19][cH:20][c:21](=[O:27])[n:22]([CH:24]([CH3:25])[CH3:26])[cH:23]2)[n:15][c:16]1[Br:17].[Na+:8].[OH2:47].[OH:1][c:2]1[cH:3][cH:4][cH:5][cH:6][cH:7]1>>[O:1]([c:2]1[cH:3][cH:4][cH:5][cH:6][cH:7]1)[c:16]1[c:11]([NH2:10])[n:12][c:13](-[c:28]2[cH:29][cH:30][cH:31][cH:32][cH:33]2)[c:14](-[c:18]2[cH:19][cH:20][c:21](=[O:27])[n:22]([CH:24]([CH3:25])[CH3:26])[cH:23]2)[n:15]1. The reactants are CCOC(C)=O, CN1CCCC1=O, [H-], CC(C)n1cc(-c2nc(Br)c(N)nc2-c2ccccc2)ccc1=O, [Na+], O, Oc1ccccc1. Product: CC(C)n1cc(-c2nc(Oc3ccccc3)c(N)nc2-c2ccccc2)ccc1=O. The reactants are COC(C1=CC(=C(C=C1)N[C@H]1[C@@H](CCCC1)C)NC(CC1=CN=CS1)=O)=O (4-((1R,2R)-2-Methyl-cyclohexylamino)-3-(2-thiazol-5-yl-acetylamino)-benzoic acid methyl ester), Cl (hydrochloric acid). The solvent is O1CCOCC1 (dioxane), O1CCOCC1 (dioxane). Yields the product COC(=O)C1=CC2=C(N(C(=N2)CC2=CN=CS2)[C@H]2[C@@H](CCCC2)C)C=C1 (1-((1R,2R)-2-Methyl-cyclohexyl)-2-thiazol-5-ylmethyl-1H-benzoimidazole-5-carboxylic acid methyl ester). The yield is 30.8%. Reaction SMILES: [CH3:1][O:2][C:3](=[O:27])[C:4]1[CH:9]=[CH:8][C:7]([NH:10][C@@H:11]2[CH2:16][CH2:15][CH2:14][CH2:13][C@H:12]2[CH3:17])=[C:6]([NH:18][C:19](=O)[CH2:20][C:21]2[S:25][CH:24]=[N:23][CH:22]=2)[CH:5]=1.Cl>O1CCOCC1>[CH3:1][O:2][C:3]([C:4]1[CH:9]=[CH:8][C:7]2[N:10]([C@@H:11]3[CH2:16][CH2:15][CH2:14][CH2:13][C@H:12]3[CH3:17])[C:19]([CH2:20][C:21]3[S:25][CH:24]=[N:23][CH:22]=3)=[N:18][C:6]=2[CH:5]=1)=[O:27]. Reported procedure: To 1.26 g 4-((1R,2R)-2-Methyl-cyclohexylamino)-3-(2-thiazol-5-yl-acetylamino)-benzoic acid methyl ester in 10 ml dioxane were added 12 ml of 4M hydrochloric acid in dioxane and the mixture was heated to reflux for 2 h. The reaction was concentrated and the residue was taken up in ethyl acetate and washed with saturated aqueous sodium bicarbonate solution and brine. The organic layers were dried over sodium sulphate and concentrated. The resulting residue was purified by HPLC to yield 0.37 g (31%... Reactants: ClC=1C=C(C=CC1C(C(C(F)(F)F)(O)C1=CC(=NC=C1)Cl)C)O (3-Chloro-4-[2-(2-chloro-pyridin-4-yl)-3,3,3-trifluoro-2-hydroxy-1-methyl-propyl]-phenol), COC(C1=CN=C(C=C1)Cl)=O (methyl-6-chloronicotinate). Product: COC(C1=CN=C(C=C1)OC1=CC(=C(C=C1)C(C(C(F)(F)F)(O)C1=CC(=NC=C1)Cl)C)Cl)=O (6-{3-Chloro-4-[2-(2-chloro-pyridin-4-yl)-3,3,3-trifluoro-2-hydroxy-1-methyl-propyl]-phenoxy}-nicotinic acid methyl ester). As a reaction SMILES: [Cl:1][C:2]1[CH:3]=[C:4]([OH:23])[CH:5]=[CH:6][C:7]=1[CH:8]([CH3:22])[C:9]([C:15]1[CH:20]=[CH:19][N:18]=[C:17]([Cl:21])[CH:16]=1)([OH:14])[C:10]([F:13])([F:12])[F:11].[CH3:24][O:25][C:26](=[O:34])[C:27]1[CH:32]=[CH:31][C:30](Cl)=[N:29][CH:28]=1>>[CH3:24][O:25][C:26](=[O:34])[C:27]1[CH:32]=[CH:31][C:30]([O:23][C:4]2[CH:5]=[CH:6][C:7]([CH:8]([CH3:22])[C:9]([C:15]3[CH:20]=[CH:19][N:18]=[C:17]([Cl:21])[CH:16]=3)([OH:14])[C:10]([F:13])([F:12])[F:11])=[C:2]([Cl:1])[CH:3]=2)=[N:29][CH:28]=1. Procedure: The title compound was prepared in analogy to Example 101 from 3-chloro-4-[2-(2-chloro-pyridin-4-yl)-3,3,3-trifluoro-2-hydroxy-1-methyl-propyl]-phenol (obtained in Example 19, step 5) and methyl-6-chloronicotinate [CAS Reg. No. 73781-91-6]. MS (m/e)=501.0 [MH+]. Starting materials: S1C(=CC=C1)CC(=O)NC1[C@@H]2N(C(=C(CS2)Cl)C(=O)OCC2=CC=C(C=C2)[N+](=O)[O-])C1=O (p-nitrobenzyl 7-[2-(2-thienyl)acetamido]-3-chloro-3-cephem-4-carboxylate), P(Cl)(Cl)(Cl)(Cl)Cl (phosphorus pentachloride), p-nitrobenzyl 7-amino-'-chloro-3-cephem-4-carboxylate hydrochloride, C(Cl)Cl (methylene chloride), N1=CC=CC=C1 (pyridine). The solvent is C(C(C)C)O (iso-butyl alcohol). Conditions: time 1.5 hour. Yields the product Cl.NC1[C@@H]2N(C(=C(CS2)Cl)C(=O)OCC2=CC=C(C=C2)[N+](=O)[O-])C1=O (p-Nitrobenzyl 7-amino-3-chloro-3-cephem-4-carboxylate hydrochloride). As a reaction SMILES: S1C=CC=C1CC([NH:9][CH:10]1[C:31](=[O:32])[N:12]2[C:13]([C:18]([O:20][CH2:21][C:22]3[CH:27]=[CH:26][C:25]([N+:28]([O-:30])=[O:29])=[CH:24][CH:23]=3)=[O:19])=[C:14]([Cl:17])[CH2:15][S:16][C@H:11]12)=O.C(Cl)Cl.N1C=CC=CC=1.P(Cl)(Cl)(Cl)(Cl)Cl>C(O)C(C)C>[ClH:17].[NH2:9][CH:10]1[C:31](=[O:32])[N:12]2[C:13]([C:18]([O:20][CH2:21][C:22]3[CH:23]=[CH:24][C:25]([N+:28]([O-:30])=[O:29])=[CH:26][CH:27]=3)=[O:19])=[C:14]([Cl:17])[CH2:15][S:16][C@H:11]12 |f:5.6|. Procedure: To a solution of 500 mg. of p-nitrobenzyl 7-[2-(2-thienyl)acetamido]-3-chloro-3-cephem-4-carboxylate in 6 ml. of methylene chloride was added 95 mg. of dry pyridine and 237 mg. of phosphorus pentachloride. The reaction mixture was stirred at room temperature for 1.5 hours, was thereafter cooled in an ice-water bath to about 5° C. and 0.6 ml. of iso-butyl alcohol were added. On continued cooling and stirring the reaction product, p-nitrobenzyl 7-amino-'-chloro-3-cephem-4-carboxylate hydrochloride...